From a dataset of the Open Reaction Database (ORD), a public repository of structured organic reaction records. describe an organic reaction: reactants, conditions, products, and yield The reactants are BrC1=CC(=C(C=C1F)C(=O)C=1C=NC(=CC1)Cl)F ((4-bromo-2,5-difluorophenyl)(6-chloro-3-pyridinyl)methanone), N(N)C(=O)OC(C)(C)C (1,1-dimethylethyl hydrazinecarboxylate), C(C)(=O)O (acetic acid). Solvent: CO (methanol). Run at temperature 150 celsius. Yields the product BrC1=C(C=C2C(=NNC2=C1)C=1C=NC(=CC1)Cl)F (6-Bromo-3-(6-chloro-3-pyridinyl)-5-fluoro-1H-indazole). The yield is 23.2%. As a reaction SMILES: [Br:1][C:2]1[C:7]([F:8])=[CH:6][C:5]([C:9]([C:11]2[CH:12]=[N:13][C:14]([Cl:17])=[CH:15][CH:16]=2)=O)=[C:4](F)[CH:3]=1.[NH:19](C(OC(C)(C)C)=O)[NH2:20].C(O)(=O)C>CO>[Br:1][C:2]1[CH:3]=[C:4]2[C:5]([C:9]([C:11]3[CH:12]=[N:13][C:14]([Cl:17])=[CH:15][CH:16]=3)=[N:19][NH:20]2)=[CH:6][C:7]=1[F:8]. Procedure details: Impure (4-bromo-2,5-difluorophenyl)(6-chloro-3-pyridinyl)methanone (0.548 g) in methanol (2 ml) was stirred with 1,1-dimethylethyl hydrazinecarboxylate (0.152 g) and acetic acid (100 μl) for 20 h. The crude mixture was partitioned between sodium bicarbonate and chloroform. The organic layer was separated using a hydrophobic filter tube and the solvent was removed under vacuum. The crude material in THF (1 ml) was treated with DBU (0.358 ml) and heated in a sealed tube in a microwave oven at 150°... Reactants: [OH-].[K+] (Potassium hydroxide), IC1=CC=C(C=C1)C(C(=O)O)C (2-(4-Iodophenyl)propionic acid), FC1=C(C=CC(=C1)F)O (2,4-difluorophenol). Reaction SMILES: [OH-].[K+].[F:3][C:4]1[CH:9]=[C:8]([F:10])[CH:7]=[CH:6][C:5]=1[OH:11].I[C:13]1[CH:18]=[CH:17][C:16]([CH:19]([CH3:23])[C:20]([OH:22])=[O:21])=[CH:15][CH:14]=1>[Cu].O>[F:3][C:4]1[CH:9]=[C:8]([F:10])[CH:7]=[CH:6][C:5]=1[O:11][C:13]1[CH:18]=[CH:17][C:16]([CH:19]([CH3:23])[C:20]([OH:22])=[O:21])=[CH:15][CH:14]=1 |f:0.1|. Procedure: Potassium hydroxide (3.4 g.) was fused at 180°C. with water (1 ml.), and 2,4-difluorophenol (5.2 g.) added. 2-(4-Iodophenyl)propionic acid (5.5 g.) and copper bronze (0.2 g.) were then added to the melt, and the resulting mixture was stirred at 160°-170°C. for 2 hours. The cooled solid was extracted with methylene chloride containing a little dilute hydrochloric acid, filtered, and the solution extracted with dilute potassium carbonate solution. The aqueous extract was washed with ether and acid... The reagents and catalysts are [Cu] (copper bronze). The solvent is O (water). Product: FC1=C(OC2=CC=C(C=C2)C(C(=O)O)C)C=CC(=C1)F (2-[4-(2,4-difluorophenoxy)phenyl] propionic acid). Reaction conditions: time 2 hour. The reactants are BrC1(N=CNS1)NCC(C)(C)C1=CC=C(C=C1)F (5-Bromo-N-(2-(4-fluorophenyl)-2-methylpropyl)-1,2,4-thiadiazol-5-amine), C(#N)[Cu] (CuCN). Conditions: temperature 120 celsius. The product is FC1=CC=C(C=C1)C(CNC1=NC(=NS1)C#N)(C)C (5-{[2-(4-Fluorophenyl)-2-methylpropyl]amino}-1,2,4-thiadiazole-3-carbonitrile). Yield: 8.9%. Reaction SMILES: Br[C:2]1([NH:7][CH2:8][C:9]([C:12]2[CH:17]=[CH:16][C:15]([F:18])=[CH:14][CH:13]=2)([CH3:11])[CH3:10])[S:6][NH:5][CH:4]=[N:3]1.[C:19]([Cu])#[N:20]>>[F:18][C:15]1[CH:16]=[CH:17][C:12]([C:9]([CH3:11])([CH3:10])[CH2:8][NH:7][C:2]2[S:6][N:5]=[C:4]([C:19]#[N:20])[N:3]=2)=[CH:13][CH:14]=1. Reported procedure: 5-Bromo-N-(2-(4-fluorophenyl)-2-methylpropyl)-1,2,4-thiadiazol-5-amine (635 mg, 1.92 mmol, 1.0 equiv) and CuCN (224 mg, 2.5 mmol, 1.3 equiv) were added to a microwave vial equipped with a stirbar. A septum was affixed to the vial, and the vial was purged with nitrogen for ˜5 min. DMF (2.5 mL) was then added, and the vial was sealed and heated for 20 min at 120° C. in a microwave. The reaction mixture was diluted with EtOAc and washed with sat'd. aq. NaHCO3 and brine. The organic layer was dried ... The reactants are N1C[C@@H](CC1)O ((R)-(−)-3-pyrrolidinol), NC1=C2C(=NC=N1)N(N=C2C2=CC=C(C=C2)NC=2OC1=C(N2)C=C(C=C1C)C)C1CN(CC1)C (rac-N2-{4-[4-Amino-1-(1-methyltetrahydro-1H-3-pyrrolyl)-1H-pyrazolo[3,4-d]pyrimidin-3-yl]phenyl}-5,7-dimethyl-1,3-benzoxazol-2-amine). Yields the product NC1=C2C(=NC=N1)N(N=C2C2=CC=C(C=C2)NC=2OC1=C(N2)C=C(C=C1C)C)[C@@H]1CN(CC1)C (N2-(4-{4-amino-1-[(3S)-1-methyltetrahydro-1H-3-pyrrolyl]-1H-pyrazolo[3,4-d]pyrimidin-3-yl}phenyl)-5,7-dimethyl-1,3-benzoxazol-2-amine), solid. Isolated yield 20.0%. As a reaction SMILES: N1CC[C@@H](O)C1.[NH2:7][C:8]1[N:13]=[CH:12][N:11]=[C:10]2[N:14]([CH:35]3[CH2:39][CH2:38][N:37]([CH3:40])[CH2:36]3)[N:15]=[C:16]([C:17]3[CH:22]=[CH:21][C:20]([NH:23][C:24]4[O:25][C:26]5[C:32]([CH3:33])=[CH:31][C:30]([CH3:34])=[CH:29][C:27]=5[N:28]=4)=[CH:19][CH:18]=3)[C:9]=12>>[NH2:7][C:8]1[N:13]=[CH:12][N:11]=[C:10]2[N:14]([C@H:35]3[CH2:39][CH2:38][N:37]([CH3:40])[CH2:36]3)[N:15]=[C:16]([C:17]3[CH:18]=[CH:19][C:20]([NH:23][C:24]4[O:25][C:26]5[C:32]([CH3:33])=[CH:31][C:30]([CH3:34])=[CH:29][C:27]=5[N:28]=4)=[CH:21][CH:22]=3)[C:9]=12. Procedure details: N2-(4-{4-amino-1-[(3S)-1-methyltetrahydro-1H-3-pyrrolyl]-1H-pyrazolo[3,4-d]pyrimidin-3-yl}phenyl)-5,7-dimethyl-1,3-benzoxazol-2-amine was prepared from (R)-(−)-3-pyrrolidinol in a manner analogous to that used for the preparation of rac-N2-{4-[4-Amino-1-(1-methyltetrahydro-1H-3-pyrrolyl)-1H-pyrazolo[3,4-d]pyrimidin-3-yl]phenyl}-5,7-dimethyl-1,3-benzoxazol-2-amine. The compound was formed as a white solid (0.126 g, 20%). 1H NMR (DMSO-d6, 400 MHz) 1H NMR (DMSO-d6, 400 MHz) 2.31-2.35 (m, 2H), 2.31 ... The reactants are CCOC(=O)c1cnc(Cl)c2c(COc3cc(-c4nnc(C)o4)ccc3C)csc12, CC(C)O, N. Yields the product CCOC(=O)c1cnc(N)c2c(COc3cc(-c4nnc(C)o4)ccc3C)csc12. RXN SMILES: [CH2:2]([CH3:3])[O:4][C:5](=[O:6])[c:7]1[c:8]2[c:9]([c:10]([Cl:13])[n:11][cH:12]1)[c:14]([CH2:17][O:18][c:19]1[c:20]([CH3:31])[cH:21][cH:22][c:23](-[c:25]3[o:26][c:27]([CH3:30])[n:28][n:29]3)[cH:24]1)[cH:15][s:16]2.[CH3:32][CH:33]([OH:34])[CH3:35].[NH3:1]>>[NH2:1][c:10]1[c:9]2[c:8]([c:7]([C:5]([O:4][CH2:2][CH3:3])=[O:6])[cH:12][n:11]1)[s:16][cH:15][c:14]2[CH2:17][O:18][c:19]1[c:20]([CH3:31])[cH:21][cH:22][c:23](-[c:25]2[o:26][c:27]([CH3:30])[n:28][n:29]2)[cH:24]1. Starting materials: IC1=NNC2=CC=CC(=C12)[N+](=O)[O-] (3-iodo-4-nitro-1H-indazole), BrCC=1C=C(C(=O)OC)C=CC1 (methyl 3-(bromomethyl)benzoate), C(C)(C)(C)N=C(N(C)C)N(C)C (2-tert-butyl-1,1,3,3-tetramethylguanidine). Run in CC#N (CH3CN). Conditions: time 8 hour. Yields the product IC1=NN(C2=CC=CC(=C12)[N+](=O)[O-])CC=1C=C(C(=O)OC)C=CC1 (Methyl 3-((3-iodo-4-nitro-1H-indazol-1-yl)methyl)benzoate). Yield: 68.8%. RXN SMILES: [I:1][C:2]1[C:10]2[C:5](=[CH:6][CH:7]=[CH:8][C:9]=2[N+:11]([O-:13])=[O:12])[NH:4][N:3]=1.Br[CH2:15][C:16]1[CH:17]=[C:18]([CH:23]=[CH:24][CH:25]=1)[C:19]([O:21][CH3:22])=[O:20].C(N=C(N(C)C)N(C)C)(C)(C)C>CC#N>[I:1][C:2]1[C:10]2[C:5](=[CH:6][CH:7]=[CH:8][C:9]=2[N+:11]([O-:13])=[O:12])[N:4]([CH2:15][C:16]2[CH:17]=[C:18]([CH:23]=[CH:24][CH:25]=2)[C:19]([O:21][CH3:22])=[O:20])[N:3]=1. Procedure details: To a slurry of 3-iodo-4-nitro-1H-indazole (1.0 g, 3.46 mmol) and methyl 3-(bromomethyl)benzoate (1.59 g, 6.92 mmol) and CH3CN (12 mL) was added 2-tert-butyl-1,1,3,3-tetramethylguanidine (0.697 mL, 3.46 mmol) dropwise, and the mixture was allowed to stir overnight at ambient temperature. The mixture was then concentrated and diluted with saturated aqueous NH4Cl (40 mL) and EtOAc (70 mL). The organic layer was separated and the aqueous phase was extracted with EtOAc (25 mL). The combined organic e... Reactants: CC(C)CC1CC(=O)CCN1C(=O)OC(C)(C)C, CC(C)(C)[O-], [K+], [C-]#[N+]CS(=O)(=O)c1ccc(C)cc1. Product: CC(C)CC1CC(C#N)CCN1C(=O)OC(C)(C)C. Reaction SMILES: [C:1]([CH3:2])([CH3:3])([CH3:4])[O:5][C:6](=[O:7])[N:8]1[CH:9]([CH2:15][CH:16]([CH3:17])[CH3:18])[CH2:10][C:11](=[O:14])[CH2:12][CH2:13]1.[CH3:32][C:33]([CH3:34])([O-:35])[CH3:36].[K+:37].[c:19]1([CH3:20])[cH:21][cH:22][c:23]([S:24](=[O:26])(=[O:27])[CH2:28][N+:29]#[C-:25])[cH:30][cH:31]1>>[C:1]([CH3:2])([CH3:3])([CH3:4])[O:5][C:6](=[O:7])[N:8]1[CH:9]([CH2:15][CH:16]([CH3:17])[CH3:18])[CH2:10][CH:11]([C:28]#[N:29])[CH2:12][CH2:13]1.